Dataset: the Open Reaction Database (ORD), a public repository of structured organic reaction records. Task: describe an organic reaction: reactants, conditions, products, and yield Starting materials: C1(=CC=CC=C1)C1=CC=C(CC(CCl)=C)C=C1 (2-[(4-phenyl)benzyl]-2-propenyl chloride), CC1CCNCC1 (4-methylpiperidine), [OH-].[Na+] (sodium hydroxide). The solvent is CC=1C=CC(=CC1)C (p-xylene). Yields the product C1(=CC=CC=C1)C1=CC=C(CC(CN2CCC(CC2)C)=C)C=C1 (1-[2 [(4-Phenyl)benzyl]-2-propenyl]-4-methylpiperidine). As a reaction SMILES: [C:1]1([C:7]2[CH:17]=[CH:16][C:10]([CH2:11][C:12](=[CH2:15])[CH2:13]Cl)=[CH:9][CH:8]=2)[CH:6]=[CH:5][CH:4]=[CH:3][CH:2]=1.[CH3:18][CH:19]1[CH2:24][CH2:23][NH:22][CH2:21][CH2:20]1.[OH-].[Na+]>CC1C=CC(C)=CC=1>[C:1]1([C:7]2[CH:17]=[CH:16][C:10]([CH2:11][C:12](=[CH2:15])[CH2:13][N:22]3[CH2:23][CH2:24][CH:19]([CH3:18])[CH2:20][CH2:21]3)=[CH:9][CH:8]=2)[CH:6]=[CH:5][CH:4]=[CH:3][CH:2]=1 |f:2.3|. Procedure details: A mixture of 2-[(4-phenyl)benzyl]-2-propenyl chloride (4 g.), formed in a manner analogous to that used in Example 1, and 4-methylpiperidine (3.3 g.) in p-xylene (15 ml.) was refluxed for five hours, cooled and neutralized with 25% aqueous sodium hydroxide (15 ml.). The mixture was extracted with toluene, dried over sodium sulfate and evaporated under reduced pressure to give an oil. The oil was distilled under vacuum and the fraction boiling at 195° C. to 200° C. at a pressure of 0.7 mm Hg. was... Reactants: C(C)OC(CC(=O)Cl)=O (chlorocarbonyl-acetic acid ethyl ester), ( 22 ), BrC1=CC2=C(N=CS2=O)C=C1 (6-bromobenzothiazolone), BrC1=CC2=C(N=CS2=O)C=C1 (6-Bromobenzothiazolone), [OH-].[Na+] (NaOH), NC1=C(C=C(C=C1)Br)S (2-amino-5-bromothiophenol), disulfide. The product is C(C)OC(CC=1SC2=C(N1)C=CC(=C2)Br)=O (6-bromo-benzothiazol-2-yl-acetic acid ethyl ester), C(C)OC(=O)C=1SC2=C(NC1O)C=CC(=C2)Br (7-bromo-3-hydroxy-4H-benzo[1,4]thiazine-2-carboxylic acid ethyl ester). As a reaction SMILES: [Br:1][C:2]1[CH:11]=[CH:10][C:5]2[N:6]=[CH:7][S:8](=O)[C:4]=2[CH:3]=1.[OH-].[Na+].[NH2:14][C:15]1[CH:20]=[CH:19][C:18]([Br:21])=[CH:17][C:16]=1[SH:22].[CH2:23]([O:25][C:26](=[O:31])[CH2:27][C:28](Cl)=[O:29])[CH3:24]>>[CH2:23]([O:25][C:26](=[O:31])[CH2:27][C:7]1[S:8][C:4]2[CH:3]=[C:2]([Br:1])[CH:11]=[CH:10][C:5]=2[N:6]=1)[CH3:24].[CH2:23]([O:25][C:26]([C:27]1[S:22][C:16]2[CH:17]=[C:18]([Br:21])[CH:19]=[CH:20][C:15]=2[NH:14][C:28]=1[OH:29])=[O:31])[CH3:24] |f:1.2|. Procedure details: Compounds of formula (22) can be prepared from 6-bromobenzothiazolone as shown in Scheme 3. 6-Bromobenzothiazolone is heated in the presence of NaOH base to provide a mixture of 2-amino-5-bromothiophenol (15) and its disulfide (16). The mixture is treated with chlorocarbonyl-acetic acid ethyl ester to provide 6-bromo-benzothiazol-2-yl-acetic acid ethyl ester (17) and 7-bromo-3-hydroxy-4H-benzo[1,4]thiazine-2-carboxylic acid ethyl ester (18), which can undergo rearrangement by treatment with zinc... Starting materials: C[O-], CO, CNc1nnc(Cl)cc1C(=O)O, [Na+]. The product is CNc1nnc(OC)cc1C(=O)O. Reaction SMILES: [CH3:13][O-:14].[CH3:16][OH:17].[Cl:1][c:2]1[cH:3][c:4]([C:10](=[O:11])[OH:12])[c:5]([NH:8][CH3:9])[n:6][n:7]1.[Na+:15]>>[c:2]1([O:14][CH3:13])[cH:3][c:4]([C:10](=[O:11])[OH:12])[c:5]([NH:8][CH3:9])[n:6][n:7]1. Reactants: COC=1C(=NC2=CC=C(C=C2N1)C)NC(OCC)=O (Ethyl N-(3-methoxy-6-methylquinoxalin-2-yl)carbamate), ClC1=CC=C(C=C1)N1CCNCC1 (1-(4-chlorophenyl)piperazine). Product: COC=1C(=NC2=CC=C(C=C2N1)C)NC(=O)N1CCN(CC1)C1=CC=C(C=C1)Cl (1-[(3-Methoxy-6-methylquinoxalin-2-yl)aminocarbonyl]-4-(4-chlorophenyl)piperazine). Yield: 91.0%. As a reaction SMILES: [CH3:1][O:2][C:3]1[C:4]([NH:14][C:15](=[O:19])OCC)=[N:5][C:6]2[C:11]([N:12]=1)=[CH:10][C:9]([CH3:13])=[CH:8][CH:7]=2.[Cl:20][C:21]1[CH:26]=[CH:25][C:24]([N:27]2[CH2:32][CH2:31][NH:30][CH2:29][CH2:28]2)=[CH:23][CH:22]=1>>[CH3:1][O:2][C:3]1[C:4]([NH:14][C:15]([N:30]2[CH2:29][CH2:28][N:27]([C:24]3[CH:23]=[CH:22][C:21]([Cl:20])=[CH:26][CH:25]=3)[CH2:32][CH2:31]2)=[O:19])=[N:5][C:6]2[C:11]([N:12]=1)=[CH:10][C:9]([CH3:13])=[CH:8][CH:7]=2. Reported procedure: Ethyl N-(3-methoxy-6-methylquinoxalin-2-yl)carbamate and 1-(4-chlorophenyl)piperazine were reacted by the same way with the example 127 to obtain the titled compound (yield, 91%). 1H NMR (300 MHz, CDCl3): δ 2.50 (s, 3H), 3.18-3.28 (m, 4H), 3.73-3.78 (m, 4H), 4.14 (s, 3H), 6.86 (dd, J=12.2 Hz, 2H), 7.00-7.60 (m, 5H), 7.71 (d, J=8.2 Hz, 1H). Starting materials: [N+](=O)([O-])C1=C(C=O)C=CC=C1 (2-nitrobenzaldehyde), Cl.S1C(=NC=C1)C(N)=N (thiazole-2-carboximidamide hydrochloride), O=C(CC(=O)OCC)C (ethyl 3-oxobutanoate), C(C)(=O)[O-].[Na+] (sodium acetate). Run in C(C)O (ethanol). Run at temperature 88 celsius, time 16 hour. Yields the product CC1=C(C(N=C(N1)C=1SC=CN1)C1=C(C=CC=C1)[N+](=O)[O-])C(=O)OCC (Ethyl 6-methyl-4-(2-nitrophenyl)-2-(thiazol-2-yl)-1,4-dihydropyrimidine-5-carboxylate). Isolated yield 48.8%. As a reaction SMILES: [N+:1]([C:4]1[CH:11]=[CH:10][CH:9]=[CH:8][C:5]=1[CH:6]=O)([O-:3])=[O:2].Cl.[S:13]1[CH:17]=[CH:16][N:15]=[C:14]1[C:18](=[NH:20])[NH2:19].O=[C:22]([CH3:29])[CH2:23][C:24]([O:26][CH2:27][CH3:28])=[O:25].C([O-])(=O)C.[Na+]>C(O)C>[CH3:29][C:22]1[NH:19][C:18]([C:14]2[S:13][CH:17]=[CH:16][N:15]=2)=[N:20][CH:6]([C:5]2[CH:8]=[CH:9][CH:10]=[CH:11][C:4]=2[N+:1]([O-:3])=[O:2])[C:23]=1[C:24]([O:26][CH2:27][CH3:28])=[O:25] |f:1.2,4.5|. Procedure details: A mixture of 2-nitrobenzaldehyde (10 g, 66 mmol), thiazole-2-carboximidamide hydrochloride (10.8 g, 66 mmol), ethyl 3-oxobutanoate (8.6 g, 66 mmol) and sodium acetate (5.5 g, 66 mmol) in ethanol (250 mL) was stirred at 88° C. for 16 hours, then cooled to 25° C. The resulting mixture was filtered and the filtrate was concentrated in vacuo. The residue was purified by a silica gel column chromatography (PETROLEUM ETHER/EtOAc (V/V)=3/1) to give the title compound as a light yellow solid (12 g, 48%)... Starting materials: Cl.COC(C1CCNCC1)=O (isonipecotic acid methyl ester hydrochloride), C([O-])([O-])=O.[K+].[K+] (potassium carbonate), CN(C)C=O (DMF), BrCCC1=CC=C(C=C1)OC (1-(2-bromoethyl)-4-methoxybenzene). Run in O (water), C1(=CC=CC=C1)C (toluene), C(C)(=O)OCC (ethyl acetate). Conditions: temperature 90 celsius. Yields the product COC1=CC=C(C=C1)CCN1CCC(CC1)C(=O)OC (1-[2-(4-methoxyphenyl)ethyl]-4-piperidinecarboxylic acid, methyl ester). As a reaction SMILES: Cl.[CH3:2][O:3][C:4](=[O:11])[CH:5]1[CH2:10][CH2:9][NH:8][CH2:7][CH2:6]1.C(=O)([O-])[O-].[K+].[K+].CN(C=O)C.Br[CH2:24][CH2:25][C:26]1[CH:31]=[CH:30][C:29]([O:32][CH3:33])=[CH:28][CH:27]=1>C1(C)C=CC=CC=1.C(OCC)(=O)C.O>[CH3:33][O:32][C:29]1[CH:30]=[CH:31][C:26]([CH2:25][CH2:24][N:8]2[CH2:9][CH2:10][CH:5]([C:4]([O:3][CH3:2])=[O:11])[CH2:6][CH2:7]2)=[CH:27][CH:28]=1 |f:0.1,2.3.4|. Reported procedure: To a stirred, room temperature, mixture of isonipecotic acid methyl ester hydrochloride (5.00 g, 2.78×10-2 mole), potassium carbonate (7.70 g, 5.57×10-2 mole), and DMF (100 ml) was added 1-(2-bromoethyl)-4-methoxybenzene (5.99 g, 2.78×10-2 mole). The reaction was then immersed in an oil bath which had been preheated to ca. 90° C. The reaction was heated at ca. 90° C. for ca. 17 hours and was then poured into a separatory funnel containing water and a 2:1 mixture of ethyl acetate:toluene. The two... Reactants: C(CCC)[Li] (n-butyllithium), [Cl-].[NH4+] (ammonium chloride), CC1=CC(=NC(=C1)C)N1C(=CC=C1C)C (4,6-dimethyl-2-(2,5-dimethylpyrrol-1-yl)pyridine), C(C=C)Br (Allyl bromide). The solvent is CCCCCC (hexane), C(C)OCC (ethyl ether), CCCCCC (hexane), C(C)(=O)OCC (ethyl acetate), C(C)OCC (ethyl ether). Reaction conditions: temperature -25 celsius, time 5 minute. Product: C(CC=C)C1=CC(=CC(=N1)N1C(=CC=C1C)C)C (6-(3-buten-1-yl)-4-methyl-2-(2,5-dimethylpyrrol-1-yl)pyridine). The yield is 68.7%. RXN SMILES: [CH3:1][C:2]1[CH:7]=[C:6]([CH3:8])[N:5]=[C:4]([N:9]2[C:13]([CH3:14])=[CH:12][CH:11]=[C:10]2[CH3:15])[CH:3]=1.[CH2:16]([Li])[CH2:17][CH2:18]C.C(Br)C=C.[Cl-].[NH4+]>C(OCC)C.CCCCCC.C(OCC)(=O)C>[CH2:8]([C:6]1[N:5]=[C:4]([N:9]2[C:13]([CH3:14])=[CH:12][CH:11]=[C:10]2[CH3:15])[CH:3]=[C:2]([CH3:1])[CH:7]=1)[CH2:18][CH:17]=[CH2:16] |f:3.4|. Reported procedure: A solution of 213 mg (1.06 mmol) of 4,6-dimethyl-2-(2,5-dimethylpyrrol-1-yl)pyridine in 1.2 mL of ethyl ether was added over a 5 min period to a -25° C. solution prepared from 1.2 mL of ethyl ether and 0.75 mL (1.09 mmol) of 1.45 M n-butyllithium in hexane. The mixture was stirred for 5 min at -25° C. and then allowed to warm to -5° C. over 10 min. Allyl bromide (0.105 mL, 147 mg, 1.21 mmol) was added and the mixture was allowed to warm to 10° C. over 1 h. Saturated aqueous ammonium chloride (10... The reactants are [BH4-], COc1cc(Br)cc(C=O)c1, C1CCOC1, CCOC(C)=O, CCO, [Na+], O. Yields the product COc1cc(Br)cc(CO)c1. Reaction SMILES: [BH4-:1].[Br:11][c:12]1[cH:13][c:14]([CH:15]=[O:16])[cH:17][c:18]([O:20][CH3:21])[cH:19]1.[CH2:6]1[O:7][CH2:8][CH2:9][CH2:10]1.[CH3:22][CH2:23][O:24][C:25](=[O:26])[CH3:27].[CH3:3][CH2:4][OH:5].[Na+:2].[OH2:28]>>[Br:11][c:12]1[cH:13][c:14]([CH2:15][OH:16])[cH:17][c:18]([O:20][CH3:21])[cH:19]1.